Task: describe an organic reaction: reactants, conditions, products, and yield. Dataset: the Open Reaction Database (ORD), a public repository of structured organic reaction records The reactants are C1CCOC1, COC(=O)C(CCSC)NC(=O)c1ccc(COc2cccnc2)cc1-c1ccccc1C, [Li+], [OH-]. Yields the product CSCCC(NC(=O)c1ccc(COc2cccnc2)cc1-c1ccccc1C)C(=O)O. RXN SMILES: [CH2:36]1[O:37][CH2:38][CH2:39][CH2:40]1.[CH3:1][O:2][C:3]([CH:4]([NH:5][C:6]([c:7]1[c:8](-[c:21]2[c:22]([CH3:27])[cH:23][cH:24][cH:25][cH:26]2)[cH:9][c:10]([CH2:13][O:14][c:15]2[cH:16][n:17][cH:18][cH:19][cH:20]2)[cH:11][cH:12]1)=[O:28])[CH2:29][CH2:30][S:31][CH3:32])=[O:33].[Li+:35].[OH-:34]>>[O:2]=[C:3]([CH:4]([NH:5][C:6]([c:7]1[c:8](-[c:21]2[c:22]([CH3:27])[cH:23][cH:24][cH:25][cH:26]2)[cH:9][c:10]([CH2:13][O:14][c:15]2[cH:16][n:17][cH:18][cH:19][cH:20]2)[cH:11][cH:12]1)=[O:28])[CH2:29][CH2:30][S:31][CH3:32])[OH:33]. The reactants are C(C)OC(C(=CNC1=CC(=CC=C1)COC(C1=CC=CC=C1)=O)C(CCC)=O)=O (Ethyl-2-butyryl-3-(3-benzoyloxymethylphenylamino)-acrylate). The solvent is petroleum ether, C1(=CC=CC=C1)OC1=CC=CC=C1 (diphenyl ether). Product: C(CCC)(=O)C1=CNC2=CC(=CC=C2C1=O)COC(C1=CC=CC=C1)=O (3-butyryl-7-benzoyloxymethyl-4-(1H)-quinolone). Isolated yield 34.6%. Reaction SMILES: C(O[C:4](=[O:29])[C:5]([C:24](=[O:28])[CH2:25][CH2:26][CH3:27])=[CH:6][NH:7][C:8]1[CH:13]=[CH:12][CH:11]=[C:10]([CH2:14][O:15][C:16](=[O:23])[C:17]2[CH:22]=[CH:21][CH:20]=[CH:19][CH:18]=2)[CH:9]=1)C>C1(OC2C=CC=CC=2)C=CC=CC=1>[C:24]([C:5]1[C:4](=[O:29])[C:13]2[C:8](=[CH:9][C:10]([CH2:14][O:15][C:16](=[O:23])[C:17]3[CH:18]=[CH:19][CH:20]=[CH:21][CH:22]=3)=[CH:11][CH:12]=2)[NH:7][CH:6]=1)(=[O:28])[CH2:25][CH2:26][CH3:27]. Procedure: Ethyl-2-butyryl-3-(3-benzoyloxymethylphenylamino)-acrylate (34.37 g, 86.9 mmol) was added portionwise to refluxing diphenyl ether (300 ml) then heated at reflux for 1 hour. After cooling, petroleum ether (b.p. 40°-60°) was added, and the precipitated solid filtered off. Purification by column chromatography (silica, methanol-chloroform) gave the title compound as a solid (10.52 g) m.p. 228°-31°, from dichloromethane. Reactants: [N+](=[N-])=C (diazomethane), C(C1=CC=CC=C1)(=O)N[C@@H]1[C@H]2OCC(=C(N2C1=O)C(=O)OC(C)(C)C)O (tert.-butyl (6R, 7R)-7-benzoylamino-3-hydroxy-8-oxo-5-oxa-1-azabicyclo[4.2.0]oct-2-ene-2-carboxylate). Run in CCOCC (ether), C(Cl)Cl (methylene chloride). The product is C(C1=CC=CC=C1)(=O)N[C@@H]1[C@H]2OCC(=C(N2C1=O)C(=O)OC(C)(C)C)OC (tert.-Butyl (6R, 7R)-7-benzoylamino-3-methoxy-8-oxo-5-oxa-1-azabicyclo[4.2.0]oct-2-ene-2-carboxylate). Yield: 62.0%. Reaction SMILES: [N+](=[CH2:3])=[N-].[C:4]([NH:12][C@H:13]1[C:20](=[O:21])[N:19]2[C@@H:14]1[O:15][CH2:16][C:17]([OH:29])=[C:18]2[C:22]([O:24][C:25]([CH3:28])([CH3:27])[CH3:26])=[O:23])(=[O:11])[C:5]1[CH:10]=[CH:9][CH:8]=[CH:7][CH:6]=1>CCOCC.C(Cl)Cl>[C:4]([NH:12][C@H:13]1[C:20](=[O:21])[N:19]2[C@@H:14]1[O:15][CH2:16][C:17]([O:29][CH3:3])=[C:18]2[C:22]([O:24][C:25]([CH3:26])([CH3:28])[CH3:27])=[O:23])(=[O:11])[C:5]1[CH:6]=[CH:7][CH:8]=[CH:9][CH:10]=1. Procedure: A solutin of diazomethane in ether was added to a solution of 260 mg (0.72 mmol) of tert.-butyl (6R, 7R)-7-benzoylamino-3-hydroxy-8-oxo-5-oxa-1-azabicyclo[4.2.0]oct-2-ene-2-carboxylate in 3 ml of anhydrous methylene chloride at room temperature until a yellow coloration remained. The solvent and excess diazomethane were then evaporated off in vacuo and the residue was chromatographed on 18 g of silica gel (toluene:ethyl acetate 2:3). 169 mg (62%) of the title compound were obtained as a colorles... Reactants: Cc1ccc(S(=O)(=O)OCC2Cc3cc(F)cc(-c4cccnc4)c3O2)cc1, CN, Cl. Yields the product CNCC1Cc2cc(F)cc(-c3cccnc3)c2O1. As a reaction SMILES: [CH3:2][c:3]1[cH:4][cH:5][c:6]([S:7]([O:8][CH2:13][CH:14]2[O:15][c:16]3[c:17]([cH:19][c:20]([F:29])[cH:21][c:22]3-[c:23]3[cH:24][n:25][cH:26][cH:27][cH:28]3)[CH2:18]2)(=[O:9])=[O:10])[cH:11][cH:12]1.[CH3:30][NH2:31].[ClH:1]>>[CH2:13]([CH:14]1[O:15][c:16]2[c:17]([cH:19][c:20]([F:29])[cH:21][c:22]2-[c:23]2[cH:24][n:25][cH:26][cH:27][cH:28]2)[CH2:18]1)[NH:31][CH3:30]. Yields the product Cc1ccccc1-c1cc(Cl)ncc1C(=O)NCc1ccccc1. The reactants are CC(=O)[O-], CC(=O)[O-], CC(=O)[O-], O=C(NCc1ccccc1)c1ccc(Cl)nc1, C1CCOC1, CC(=O)O, [Cl-], [Mn+3], O, O, Cc1ccccc1[Mg+]. As a reaction SMILES: [C:38]([O-:39])(=[O:40])[CH3:41].[C:42]([O-:43])(=[O:44])[CH3:45].[C:46]([O-:47])(=[O:48])[CH3:49].[CH2:1]([c:2]1[cH:3][cH:4][cH:5][cH:6][cH:7]1)[NH:8][C:9]([c:10]1[cH:11][n:12][c:13]([Cl:16])[cH:14][cH:15]1)=[O:17].[CH2:31]1[O:32][CH2:33][CH2:34][CH2:35]1.[CH3:27][C:28](=[O:29])[OH:30].[Cl-:18].[Mn+3:50].[OH2:36].[OH2:37].[c:19]1([CH3:26])[c:20]([Mg+:25])[cH:21][cH:22][cH:23][cH:24]1>>[CH2:1]([c:2]1[cH:3][cH:4][cH:5][cH:6][cH:7]1)[NH:8][C:9]([c:10]1[cH:11][n:12][c:13]([Cl:16])[cH:14][c:15]1-[c:20]1[c:19]([CH3:26])[cH:24][cH:23][cH:22][cH:21]1)=[O:17].